From a dataset of the Open Reaction Database (ORD), a public repository of structured organic reaction records. describe an organic reaction: reactants, conditions, products, and yield The reactants are C1=CC=CC=2C3=CC=CC=C3CC12 (fluorene), C1CCOC1 (THF), C(CCC)[Li] (n-butyllithium), C(C)(C)[Si](C(C)C)(C(C)C)Cl (triisopropylsilyl chloride). Solvent: CCOCC (ether). The product is C(C)(C)[Si](C1C2=CC=CC=C2C=2C=CC=CC12)(C(C)C)C(C)C (9-Triisopropylsilylfluorene). Isolated yield 73.9%. RXN SMILES: [CH:1]1[C:13]2[CH2:12][C:11]3[C:6](=[CH:7][CH:8]=[CH:9][CH:10]=3)[C:5]=2[CH:4]=[CH:3][CH:2]=1.C1COCC1.C([Li])CCC.[CH:24]([Si:27](Cl)([CH:31]([CH3:33])[CH3:32])[CH:28]([CH3:30])[CH3:29])([CH3:26])[CH3:25]>CCOCC>[CH:24]([Si:27]([CH:31]([CH3:33])[CH3:32])([CH:28]([CH3:30])[CH3:29])[CH:12]1[C:11]2[CH:10]=[CH:9][CH:8]=[CH:7][C:6]=2[C:5]2[C:13]1=[CH:1][CH:2]=[CH:3][CH:4]=2)([CH3:26])[CH3:25]. Procedure: To a solution of 3.0 g (18.07 mmol) of fluorene in 50 mL of dry ether and 25 mL of freshly distilled THF was added dropwise 13 mL of 1.4M n-butyllithium. The mixture was refluxed for 3 hours, cooled to room temperature, and treated with 3 mL (14.02 mmol) of triisopropylsilyl chloride in one portion. The mixture was refluxed for 3 days, cooled to room temperature, and washed with sat'd NH4Cl (2×50 mL) and water (50 mL). The organic layer was dried over MgSO4 and the solvent was evaporated in vacu... The reactants are O=C1CCC(=O)N1Br, O=C(OOC(=O)c1ccccc1)c1ccccc1, Cc1c(Cl)cccc1I, ClC(Cl)(Cl)Cl. The product is Clc1cccc(I)c1CBr. RXN SMILES: [Br:10][N:11]1[C:12](=[O:13])[CH2:14][CH2:15][C:16]1=[O:17].[C:18]([O:19][O:20][C:21](=[O:22])[c:23]1[cH:24][cH:25][cH:26][cH:27][cH:28]1)(=[O:29])[c:30]1[cH:31][cH:32][cH:33][cH:34][cH:35]1.[Cl:1][c:2]1[c:3]([CH3:9])[c:4]([I:8])[cH:5][cH:6][cH:7]1.[Cl:36][C:37]([Cl:38])([Cl:39])[Cl:40]>>[Cl:1][c:2]1[c:3]([CH2:9][Br:10])[c:4]([I:8])[cH:5][cH:6][cH:7]1.